Task: describe an organic reaction: reactants, conditions, products, and yield. Dataset: the Open Reaction Database (ORD), a public repository of structured organic reaction records The product is Cc1nc(I)c2n1CCNC2CCc1ccc(C(F)(F)F)cc1. The reactants are O=CCCc1ccc(C(F)(F)F)cc1, Cc1nc(I)cn1CCN. RXN SMILES: [F:11][C:12]([c:13]1[cH:14][cH:15][c:16]([CH2:19][CH2:20][CH:21]=[O:22])[cH:17][cH:18]1)([F:23])[F:24].[I:1][c:2]1[n:3][c:4]([CH3:10])[n:5]([CH2:7][CH2:8][NH2:9])[cH:6]1>>[I:1][c:2]1[n:3][c:4]([CH3:10])[n:5]2[c:6]1[CH:21]([CH2:20][CH2:19][c:16]1[cH:15][cH:14][c:13]([C:12]([F:11])([F:23])[F:24])[cH:18][cH:17]1)[NH:9][CH2:8][CH2:7]2.